From a dataset of the Open Reaction Database (ORD), a public repository of structured organic reaction records. describe an organic reaction: reactants, conditions, products, and yield Starting materials: O=C(Cl)c1ccccc1Cl, NC(Cc1c[nH]c2ccccc12)C(=O)O. The product is O=C(NC(Cc1c[nH]c2ccccc12)C(=O)O)c1ccccc1Cl. As a reaction SMILES: [Cl:1][c:2]1[c:3]([C:4](=[O:5])[Cl:6])[cH:7][cH:8][cH:9][cH:10]1.[NH2:11][CH:12]([CH2:13][c:14]1[cH:15][nH:16][c:17]2[cH:18][cH:19][cH:20][cH:21][c:22]12)[C:23](=[O:24])[OH:25]>>[Cl:1][c:2]1[c:3]([C:4](=[O:5])[NH:11][CH:12]([CH2:13][c:14]2[cH:15][nH:16][c:17]3[cH:18][cH:19][cH:20][cH:21][c:22]23)[C:23](=[O:24])[OH:25])[cH:7][cH:8][cH:9][cH:10]1. The product is NC1=CC2=C(C(N3[C@H]([C@@H](N2C(=O)OCC(Cl)(Cl)Cl)O)CCC3)=O)C=C1 ((11S,11aS)-8-amino-11-hydroxy-10-N-(2′,2′,2′-trichloroethoxycarbonyl)-1,2,3,10,11,11a-hexahydro-5H-pyrrolo[2,1-c][1,4]benzodiazepin-5-one). Procedure details: The protected carbinolamine 149 (0.8 g, 1.3 mmol) was added to a 5% solution of piperidine in CH3CN (12 mL, 5 eq. of piperidine). The mixture was allowed to stir for 12 hours, extracted with water (2×50 mL) and the organic phase was evaporated under reduced pressure to yield a pale yellow oil (0.24 g, 50%): 1H NMR (270 MHz, CDCl3) δ1.9-2.2 (m, 4H); 3.45-3.7 (m, 3H); 4.26 (d, J=12.1 Hz, 1H); 4.55 (m, 3H); 5.18 (d, J=12.1 Hz, 1H); 5.61 (d, J=10.3 Hz, 1H); 6.61 (s, 1H); 6.69 (d, J=7.3 Hz, 1H); 7.56... As a reaction SMILES: [OH:1][C@H:2]1[C@@H:8]2[CH2:9][CH2:10][CH2:11][N:7]2[C:6](=[O:12])[C:5]2[CH:13]=[CH:14][CH:15]=[C:16](OC)[C:4]=2[N:3]1[C:19]([O:21][CH2:22][C:23]([Cl:26])([Cl:25])[Cl:24])=[O:20].C(OC([N:33]1C[C@H](O)C[C@H]1CO[Si](C(C)(C)C)(C)C)=O)C=C>C(Cl)(Cl)Cl>[NH2:33][C:15]1[CH:14]=[CH:13][C:5]2[C:6](=[O:12])[N:7]3[CH2:11][CH2:10][CH2:9][C@H:8]3[C@H:2]([OH:1])[N:3]([C:19]([O:21][CH2:22][C:23]([Cl:24])([Cl:26])[Cl:25])=[O:20])[C:4]=2[CH:16]=1. The reactants are ( 5 ), C(C=C)OC(=O)N1[C@@H](C[C@H](C1)O)CO[Si](C)(C)C(C)(C)C ((2S,4R)-N-(Allyloxycarbonyl)-2-(tert-butyldimethylsilyloxymethyl)-4-hydroxypyrrolidine), O[C@@H]1N(C2=C(C(N3[C@H]1CCC3)=O)C=CC=C2OC)C(=O)OCC(Cl)(Cl)Cl ((11S,11aS)-11-hydroxy-9-methoxy-10-N-(2′,2′,2′-trichloroethoxycarbonyl)-1,2,-3,10,11,11a-hexahydro-5H-pyrrolo [2,1-c][1,4] benzodiazepin-5-one), ( 80 ), ( 10 ), ( 25 ), C(C=C)OC(=O)N1[C@@H](C[C@H](C1)O)CO[Si](C)(C)C(C)(C)C ((2S,4R)-N-(Allyloxycarbonyl)-2-(tert-butyldimethylsilyloxymethyl)-4-hydroxypyrrolidine). Solvent: C(Cl)(Cl)Cl (CHCl3). Starting materials: [N+](=O)([O-])C1=CC=C(CP(O)(O)=O)C=C1 (4-Nitrobenzylphosphonic acid), C(CCCO)O (1,4-butanediol). Yields the product [N+](=O)([O-])C1=CC=C(CP2(OCCCCO2)=O)C=C1 (2-(4-nitrobenzyl)-1,3,2-dioxaphosphepan-2-oxide). Reaction SMILES: [N+:1]([C:4]1[CH:14]=[CH:13][C:7]([CH2:8][P:9](=[O:12])([OH:11])[OH:10])=[CH:6][CH:5]=1)([O-:3])=[O:2].[CH2:15](O)[CH2:16][CH2:17][CH2:18]O>>[N+:1]([C:4]1[CH:14]=[CH:13][C:7]([CH2:8][P:9]2(=[O:10])[O:11][CH2:18][CH2:17][CH2:16][CH2:15][O:12]2)=[CH:6][CH:5]=1)([O-:3])=[O:2]. Procedure details: 4-Nitrobenzylphosphonic acid and 1,4-butanediol were treated in the same manner as in Reference Example 20 to yield 2-(4-nitrobenzyl)-1,3,2-dioxaphosphepan-2-oxide, which was then recrystallized from ethanol-hexane to yield colorless needles having a melting point of 136°-137° C. RXN SMILES: [BH3:25].[CH2:1]([CH:2]=[CH2:3])[C:4]1([c:19]2[cH:20][cH:21][cH:22][cH:23][cH:24]2)[CH2:5][CH2:6][N:7]([CH2:11][CH2:12][c:13]2[cH:14][cH:15][cH:16][cH:17][cH:18]2)[C:8](=[O:10])[O:9]1.[CH2:26]1[CH2:29][CH2:28][CH2:27][O:30]1.[CH2:36]1[O:37][CH2:38][CH2:39][CH2:40]1.[ClH:35].[Na+:32].[OH-:31].[OH2:41].[OH:33][OH:34]>>[CH2:1]([CH2:2][CH2:3][OH:30])[C:4]1([c:19]2[cH:20][cH:21][cH:22][cH:23][cH:24]2)[CH2:5][CH2:6][N:7]([CH2:11][CH2:12][c:13]2[cH:14][cH:15][cH:16][cH:17][cH:18]2)[C:8](=[O:10])[O:9]1. Starting materials: B, C=CCC1(c2ccccc2)CCN(CCc2ccccc2)C(=O)O1, C1CCOC1, C1CCOC1, Cl, [Na+], [OH-], O, OO. The product is O=C1OC(CCCO)(c2ccccc2)CCN1CCc1ccccc1. Product: COC1=NC(=NC(=C1)OC)C(C(=O)OC)(C1=CC=CC=C1)F (Methyl 2-(4,6-dimethoxypyrimidin-2-yl)-2-fluoro-2-phenylacetate). Run at time 30 minute. Reported procedure: n-Butyllithium (2.5M in hexane, 1.7 ml) was added to diisopropylamine (0.59 ml) under nitrogen in dry tetrahydrofuran (15 ml) at -78° C. This solution was stirred for 30 minutes, then a solution of the product of stage (a) above (1.0 g) in tetrahydrofuran (10 ml) was added over 20 minutes. Methyl chloroformate (0.4 g) in dry tetrahydrofuran (10 ml) was added over 15 minutes at -78° C., and the reaction mixture was allowed to warm slowly to room temperature, after which it was added to aqueous am... The solvent is O1CCCC1 (tetrahydrofuran), O1CCCC1 (tetrahydrofuran), O1CCCC1 (tetrahydrofuran). Starting materials: COC1=NC(=NC(=C1)OC)C(C1=CC=CC=C1)F (4,6-Dimethoxy-2-(α-fluorobenzyl) pyrimidine), ClC(=O)OC (Methyl chloroformate), [Cl-].[NH4+] (ammonium chloride), C(CCC)[Li] (n-Butyllithium), C(C)(C)NC(C)C (diisopropylamine). RXN SMILES: C([Li])CCC.C(NC(C)C)(C)C.[CH3:13][O:14][C:15]1[CH:20]=[C:19]([O:21][CH3:22])[N:18]=[C:17]([CH:23]([F:30])[C:24]2[CH:29]=[CH:28][CH:27]=[CH:26][CH:25]=2)[N:16]=1.Cl[C:32]([O:34][CH3:35])=[O:33].[Cl-].[NH4+]>O1CCCC1>[CH3:22][O:21][C:19]1[CH:20]=[C:15]([O:14][CH3:13])[N:16]=[C:17]([C:23]([F:30])([C:24]2[CH:29]=[CH:28][CH:27]=[CH:26][CH:25]=2)[C:32]([O:34][CH3:35])=[O:33])[N:18]=1 |f:4.5|.